This data is from the Open Reaction Database (ORD), a public repository of structured organic reaction records. The task is: describe an organic reaction: reactants, conditions, products, and yield Starting materials: C(C1=CC=CC=C1)OC(=O)N[C@@](C(F)(F)F)(C(=O)OCC)O (ethyl N-[(benzyloxy)carbonyl]-3,3,3-trifluoro-2-hydroxyalaninate), FC(C(=O)OC(C(F)(F)F)=O)(F)F (2,2,2-trifluoroacetyl 2,2,2-trifluoroacetate), N1=CC=CC=C1 (pyridine). The solvent is C(C)OCC (diethyl ether). Conditions: time 6 hour. Product: C(C1=CC=CC=C1)OC(=O)\N=C(/C(=O)OCC)\C(F)(F)F (ethyl (2E)-2-{[(benzyloxy)carbonyl]imino}-3,3,3-trifluoropropanoate). Reaction SMILES: [CH2:1]([O:8][C:9]([NH:11][C@:12](O)([C:17]([O:19][CH2:20][CH3:21])=[O:18])[C:13]([F:16])([F:15])[F:14])=[O:10])[C:2]1[CH:7]=[CH:6][CH:5]=[CH:4][CH:3]=1.FC(F)(F)C(OC(=O)C(F)(F)F)=O.N1C=CC=CC=1>C(OCC)C>[CH2:1]([O:8][C:9](/[N:11]=[C:12](/[C:13]([F:14])([F:16])[F:15])\[C:17]([O:19][CH2:20][CH3:21])=[O:18])=[O:10])[C:2]1[CH:3]=[CH:4][CH:5]=[CH:6][CH:7]=1. Reported procedure: To a solution of ethyl N-[(benzyloxy)carbonyl]-3,3,3-trifluoro-2-hydroxyalaninate (2690 g, 8.39 mol) in diethyl ether (18 L) under an atmosphere of nitrogen was added dropwise 2,2,2-trifluoroacetyl 2,2,2-trifluoroacetate (1937 g, 9.22 mol) at 0° C. followed by the addition of pyridine dropwise (1457 g, 18.44 mol) at 0° C. The reaction mixture was allowed to warm to ambient temperature. After 6 hours, the reaction mixture was filtered, and the filtrate was concentrated under reduced pressure to a... Starting materials: [BH4-], CCOC(C)=O, CCO, CC(=O)c1ccc2c(c1)N(C1CCN(CCc3ccc(F)cc3)CC1)CC2, [Na+], O. The product is CC(O)c1ccc2c(c1)N(C1CCN(CCc3ccc(F)cc3)CC1)CC2. RXN SMILES: [BH4-:1].[CH3:30][CH2:31][O:32][C:33](=[O:34])[CH3:35].[CH3:37][CH2:38][OH:39].[F:3][c:4]1[cH:5][cH:6][c:7]([CH2:8][CH2:9][N:10]2[CH2:11][CH2:12][CH:13]([N:16]3[CH2:17][CH2:18][c:19]4[cH:20][cH:21][c:22]([C:25]([CH3:26])=[O:27])[cH:23][c:24]43)[CH2:14][CH2:15]2)[cH:28][cH:29]1.[Na+:2].[OH2:36]>>[F:3][c:4]1[cH:5][cH:6][c:7]([CH2:8][CH2:9][N:10]2[CH2:11][CH2:12][CH:13]([N:16]3[CH2:17][CH2:18][c:19]4[cH:20][cH:21][c:22]([CH:25]([CH3:26])[OH:27])[cH:23][c:24]43)[CH2:14][CH2:15]2)[cH:28][cH:29]1. Starting materials: Brc1cc2ncnc(Nc3ccc4[nH]ccc4c3)c2s1, CS(C)=O, OB(O)c1ccc(F)cc1. Yields the product Fc1ccc(-c2cc3ncnc(Nc4ccc5[nH]ccc5c4)c3s2)cc1. RXN SMILES: [Br:11][c:12]1[cH:13][c:14]2[n:15][cH:16][n:17][c:18]([NH:21][c:22]3[cH:23][c:24]4[cH:25][cH:26][nH:27][c:28]4[cH:29][cH:30]3)[c:19]2[s:20]1.[CH3:31][S:32]([CH3:33])=[O:34].[F:1][c:2]1[cH:3][cH:4][c:5]([B:8]([OH:9])[OH:10])[cH:6][cH:7]1>>[F:1][c:2]1[cH:3][cH:4][c:5](-[c:12]2[cH:13][c:14]3[n:15][cH:16][n:17][c:18]([NH:21][c:22]4[cH:23][c:24]5[cH:25][cH:26][nH:27][c:28]5[cH:29][cH:30]4)[c:19]3[s:20]2)[cH:6][cH:7]1. Starting materials: COC(=O)C=C(Nc1cc(CCO)c([N+](=O)[O-])cc1OCc1ccccc1)C(F)(F)F, ClC(Cl)(Cl)Cl, ClCCl, c1ccc(P(c2ccccc2)c2ccccc2)cc1. Product: COC(=O)C=C(Nc1cc(CCCl)c([N+](=O)[O-])cc1OCc1ccccc1)C(F)(F)F. Reaction SMILES: [CH2:25]([c:26]1[cH:27][cH:28][cH:29][cH:30][cH:31]1)[O:32][c:33]1[c:34]([NH:35][C:36](=[CH:37][C:38](=[O:39])[O:40][CH3:41])[C:42]([F:43])([F:44])[F:45])[cH:46][c:47]([CH2:53][CH2:54][OH:55])[c:48]([N+:50](=[O:51])[O-:52])[cH:49]1.[Cl:20][C:21]([Cl:22])([Cl:23])[Cl:24].[Cl:56][CH2:57][Cl:58].[c:1]1([P:2]([c:3]2[cH:4][cH:5][cH:6][cH:7][cH:8]2)[c:9]2[cH:10][cH:11][cH:12][cH:13][cH:14]2)[cH:15][cH:16][cH:17][cH:18][cH:19]1>>[CH2:21]([Cl:24])[CH2:53][c:47]1[cH:46][c:34]([NH:35][C:36](=[CH:37][C:38](=[O:39])[O:40][CH3:41])[C:42]([F:43])([F:44])[F:45])[c:33]([O:32][CH2:25][c:26]2[cH:27][cH:28][cH:29][cH:30][cH:31]2)[cH:49][c:48]1[N+:50](=[O:51])[O-:52].